Dataset: the Open Reaction Database (ORD), a public repository of structured organic reaction records. Task: describe an organic reaction: reactants, conditions, products, and yield Reactants: ClC1=C(C(CN2C=NC=C2)OC(=O)CCCCCCC)C=CC(=C1)Cl (1-[2,4-dichloro-β-(n-heptylcarbonyloxy)phenethyl]imidazole), [N+](=O)([O-])[O-] (nitrate). Product: ClC1=C(C(CN2C=NC=C2)OC(=O)CCCCC)C=CC(=C1)Cl (1-[2,4-dichloro-β-(n-pentylcarbonyloxy)phenethyl]imidazole). RXN SMILES: [Cl:1][C:2]1[CH:24]=[C:23]([Cl:25])[CH:22]=[CH:21][C:3]=1[CH:4]([O:11][C:12]([CH2:14][CH2:15][CH2:16][CH2:17][CH2:18]CC)=[O:13])[CH2:5][N:6]1[CH:10]=[CH:9][N:8]=[CH:7]1.[N+]([O-])([O-])=O>>[Cl:1][C:2]1[CH:24]=[C:23]([Cl:25])[CH:22]=[CH:21][C:3]=1[CH:4]([O:11][C:12]([CH2:14][CH2:15][CH2:16][CH2:17][CH3:18])=[O:13])[CH2:5][N:6]1[CH:10]=[CH:9][N:8]=[CH:7]1. Reported procedure: 1-[2,4-dichloro-β-(n-heptylcarbonyloxy)phenethyl]imidazole, as nitrate mp 99°-100.5° C. The reactants are S1C(=CC=C1)C(=O)O (2-thiophenecarboxylic acid), C(C)NCC(C(F)(F)F)(O)CNC1=C2C=NN(C2=CC(=C1)C)C1=CC=CC=C1 (3-(ethylamino)-1,1,1-trifluoro-2-{[(6-methyl-1-phenyl-1H-indazol-4-yl)amino]methyl}-2-propanol). Product: C(C)N(C(=O)C=1SC=CC1)CC(C(F)(F)F)(CNC1=C2C=NN(C2=CC(=C1)C)C1=CC=CC=C1)O (N-Ethyl-N-(3,3,3-trifluoro-2-hydroxy-2-{[(6-methyl-1-phenyl-1H-indazol-4-yl)amino]methyl}propyl)-2-thiophenecarboxamide). As a reaction SMILES: [S:1]1[CH:5]=[CH:4][CH:3]=[C:2]1[C:6]([OH:8])=O.[CH2:9]([NH:11][CH2:12][C:13]([CH2:19][NH:20][C:21]1[CH:29]=[C:28]([CH3:30])[CH:27]=[C:26]2[C:22]=1[CH:23]=[N:24][N:25]2[C:31]1[CH:36]=[CH:35][CH:34]=[CH:33][CH:32]=1)([OH:18])[C:14]([F:17])([F:16])[F:15])[CH3:10]>>[CH2:9]([N:11]([CH2:12][C:13]([OH:18])([CH2:19][NH:20][C:21]1[CH:29]=[C:28]([CH3:30])[CH:27]=[C:26]2[C:22]=1[CH:23]=[N:24][N:25]2[C:31]1[CH:36]=[CH:35][CH:34]=[CH:33][CH:32]=1)[C:14]([F:17])([F:16])[F:15])[C:6]([C:2]1[S:1][CH:5]=[CH:4][CH:3]=1)=[O:8])[CH3:10]. Procedure: Prepared similarly to Example 11 from 2-thiophenecarboxylic acid and 3-(ethylamino)-1,1,1-trifluoro-2-{[(6-methyl-1-phenyl-1H-indazol-4-yl)amino]methyl}-2-propanol. Starting materials: IC1=CC=CC=C1 (iodobenzene), OC1=CC=C(CO)C=C1 (4-hydroxybenzyl alcohol), C([O-])([O-])=O.[K+].[K+] (potassium carbonate), copper chloride(I), N1=CC=CC2=CC=CC(=C12)O (8-quinolinol). Solvent: CN1C(N(CC1)C)=O (1,3-dimethyl-2-imidazolidinone). Product: O(C1=CC=CC=C1)C1=CC=C(C=C1)CO ((4-Phenoxyphenyl)methanol). Yield: 7.4%. Reaction SMILES: I[C:2]1[CH:7]=[CH:6][CH:5]=[CH:4][CH:3]=1.[OH:8][C:9]1[CH:16]=[CH:15][C:12]([CH2:13][OH:14])=[CH:11][CH:10]=1.C(=O)([O-])[O-].[K+].[K+].N1C2C(=CC=CC=2O)C=CC=1>CN1CCN(C)C1=O>[O:8]([C:9]1[CH:16]=[CH:15][C:12]([CH2:13][OH:14])=[CH:11][CH:10]=1)[C:2]1[CH:7]=[CH:6][CH:5]=[CH:4][CH:3]=1 |f:2.3.4|. Procedure details: A solution of iodobenzene (2.0 g, 9.7 mmol), 4-hydroxybenzyl alcohol (1.0 g, 8.1 mmol), potassium carbonate (0.67 g, 4.8 mmol), copper chloride(I) (0.016 g, 0.16 mmol) and 8-quinolinol (0.023 g, 0.16 mmol) in 1,3-dimethyl-2-imidazolidinone (5 mL) was stirred at 170° C. for 20 hours. The reaction solution was filtered, extracted with ethyl acetate, and then concentrated under reduced pressure. The residue was purified with silica gel column chromatography (hexane/ethyl acetate=7:3) to give the ti... Reactants: [Si](C1=CC=CC=C1)(C1=CC=CC=C1)(C(C)(C)C)OC1CN(C1)C=1OC=C(N1)CO (3-t-butyldiphenylsilyloxy-1-(4-hydroxymethyl-1,3-oxazol-2-yl)azetidine). The reagents and catalysts are [O-2].[O-2].[Mn+4] (manganese dioxide). Run in C(Cl)Cl (methylene chloride). Run at time 2 hour. Yields the product [Si](C1=CC=CC=C1)(C1=CC=CC=C1)(C(C)(C)C)OC1CN(C1)C=1OC=C(N1)C=O (3-t-butyldiphenylsilyloxy-1-(4-formyl-1,3-oxazol-2-yl)azetidine). The yield is 80.0%. RXN SMILES: [Si:1]([O:18][CH:19]1[CH2:22][N:21]([C:23]2[O:24][CH:25]=[C:26]([CH2:28][OH:29])[N:27]=2)[CH2:20]1)([C:14]([CH3:17])([CH3:16])[CH3:15])([C:8]1[CH:13]=[CH:12][CH:11]=[CH:10][CH:9]=1)[C:2]1[CH:7]=[CH:6][CH:5]=[CH:4][CH:3]=1>C(Cl)Cl.[O-2].[O-2].[Mn+4]>[Si:1]([O:18][CH:19]1[CH2:22][N:21]([C:23]2[O:24][CH:25]=[C:26]([CH:28]=[O:29])[N:27]=2)[CH2:20]1)([C:14]([CH3:17])([CH3:16])[CH3:15])([C:2]1[CH:3]=[CH:4][CH:5]=[CH:6][CH:7]=1)[C:8]1[CH:13]=[CH:12][CH:11]=[CH:10][CH:9]=1 |f:2.3.4|. Procedure details: To a solution of 3-t-butyldiphenylsilyloxy-1-(4-hydroxymethyl-1,3-oxazol-2-yl)azetidine (3.88 g, 9.50 mmol) (obtained as described in Reference Example 70(9)) in methylene chloride (190 ml) was added activated manganese dioxide (19.4 g) and the mixture was stirred at room temperature for 2 hours. After checking the completion of the reaction, the mixture was filtered and the filtrate was concentrated under reduced pressure. The residue was purified by chromatography on a silica gel column using ... Reactants: [BH4-], C1CCOC1, COc1cc(N2CCN(S(C)(=O)=O)CC2)ccc1[N+](=O)[O-], CO, [Na+]. The product is COc1cc(N2CCN(S(C)(=O)=O)CC2)ccc1N. Reaction SMILES: [BH4-:24].[CH2:26]1[O:27][CH2:28][CH2:29][CH2:30]1.[CH3:1][O:2][c:3]1[cH:4][c:5]([N:12]2[CH2:13][CH2:14][N:15]([S:18](=[O:19])(=[O:20])[CH3:21])[CH2:16][CH2:17]2)[cH:6][cH:7][c:8]1[N+:9]([O-:10])=[O:11].[CH3:22][OH:23].[Na+:25]>>[CH3:1][O:2][c:3]1[cH:4][c:5]([N:12]2[CH2:13][CH2:14][N:15]([S:18](=[O:19])(=[O:20])[CH3:21])[CH2:16][CH2:17]2)[cH:6][cH:7][c:8]1[NH2:9].